Dataset: the Open Reaction Database (ORD), a public repository of structured organic reaction records. Task: describe an organic reaction: reactants, conditions, products, and yield Yield: 73.0%. The product is CN(C=CC1=C(C(N(C(N1C)=O)CCCOC1OCCCC1)=O)[N+](=O)[O-])C (6-(2-(dimethylamino)vinyl)-1-methyl-5-nitro-3-(3-((tetrahydro-2H-pyran-2-yl)oxy)propyl) pyrimidine-2,4(1H,3H)-dione). Reactants: CN1C(N(C(C(=C1C)[N+](=O)[O-])=O)CCCOC1OCCCC1)=O (1,6-dimethyl-5-nitro-3-(3-((tetrahydro-2H-pyran-2-yl)oxy)propyl)pyrimidine-2,4(1H,3H)-dione), CN(C)C(OC)OC (DMF-DMA). The solvent is CN(C)C=O (DMF). RXN SMILES: [CH3:1][N:2]1[C:7]([CH3:8])=[C:6]([N+:9]([O-:11])=[O:10])[C:5](=[O:12])[N:4]([CH2:13][CH2:14][CH2:15][O:16][CH:17]2[CH2:22][CH2:21][CH2:20][CH2:19][O:18]2)[C:3]1=[O:23].[CH3:24][N:25]([CH:27](OC)OC)[CH3:26]>CN(C=O)C>[CH3:24][N:25]([CH3:27])[CH:26]=[CH:8][C:7]1[N:2]([CH3:1])[C:3](=[O:23])[N:4]([CH2:13][CH2:14][CH2:15][O:16][CH:17]2[CH2:22][CH2:21][CH2:20][CH2:19][O:18]2)[C:5](=[O:12])[C:6]=1[N+:9]([O-:11])=[O:10]. Procedure: To a solution of 1,6-dimethyl-5-nitro-3-(3-((tetrahydro-2H-pyran-2-yl)oxy)propyl)pyrimidine-2,4(1H,3H)-dione (980 mg, 3 mmol) in DMF (2 mL) was added DMF-DMA (5 mL). The reaction was heated at 95° C. for 15 h, cooled to RT and concentrated to a residue which was dissolved in EA (20 mL). The mixture was washed with aq. 1N LiCl (3×10 mL). The organic layer was dried over Na2SO4 and concentrated to a residue which was purified by chromatography eluted with PE/EA (2:1) to give 6-(2-(dimethylamino)vi... Conditions: temperature 95 celsius. The reactants are C1CCOC1, [H-], CI, [Na+], OCCC1CCCN(CC2COc3ccccc3O2)C1, O. The product is COCCC1CCCN(CC2COc3ccccc3O2)C1. RXN SMILES: [CH2:26]1[O:27][CH2:28][CH2:29][CH2:30]1.[H-:22].[I:23][CH3:24].[Na+:21].[O:1]1[CH:2]([CH2:11][N:12]2[CH2:13][CH:14]([CH2:18][CH2:19][OH:20])[CH2:15][CH2:16][CH2:17]2)[CH2:3][O:4][c:5]2[c:6]1[cH:7][cH:8][cH:9][cH:10]2.[OH2:25]>>[O:1]1[CH:2]([CH2:11][N:12]2[CH2:13][CH:14]([CH2:18][CH2:19][O:20][CH3:24])[CH2:15][CH2:16][CH2:17]2)[CH2:3][O:4][c:5]2[c:6]1[cH:7][cH:8][cH:9][cH:10]2. Starting materials: NC=1C=CC2=C(N(C(O2)=O)CC#C)C1 (5-amino-3-(2-propynyl)-3H-benzoxazol-2-one), C1(C2=C(C(=O)O1)CCCC2)=O (3,4,5,6-tetrahydrophthalic anhydride), C(C)(=O)O (acetic acid). Solvent: O (water). Product: C(C#C)N1C(OC2=C1C=C(C=C2)N2C(C=1CCCCC1C2=O)=O)=O (2-[3-(2-propynyl)-3H-benzoxazol-2-on-5-yl]-4,5,6,7-tetrahydro-2H-isoindole-1,3-dione). Yield: 35.0%. As a reaction SMILES: [NH2:1][C:2]1[CH:3]=[CH:4][C:5]2[O:9][C:8](=[O:10])[N:7]([CH2:11][C:12]#[CH:13])[C:6]=2[CH:14]=1.[C:15]1(=O)[O:20][C:18](=[O:19])[C:17]2[CH2:21][CH2:22][CH2:23][CH2:24][C:16]1=2.C(O)(=O)C>O>[CH2:11]([N:7]1[C:6]2[CH:14]=[C:2]([N:1]3[C:18](=[O:19])[C:17]4[CH2:21][CH2:22][CH2:23][CH2:24][C:16]=4[C:15]3=[O:20])[CH:3]=[CH:4][C:5]=2[O:9][C:8]1=[O:10])[C:12]#[CH:13]. Reported procedure: A mixture of 5-amino-3-(2-propynyl)-3H-benzoxazol-2-one (0.50 g), 3,4,5,6-tetrahydrophthalic anhydride (0.53 g) and acetic acid (5 ml) was heated at 100° to 110° C. under reflux for 3 hours. After being allowed to cool, water was added to the mixture, which was then extracted with ethyl acetate. The organic layer was washed with water, neuralized with sodium bicarbonate solution, dried and concentrated to give 2-[3-(2-propynyl)-3H-benzoxazol-2-on-5-yl]-4,5,6,7-tetrahydro-2H-isoindole-1,3-dione (... Starting materials: C1(=CC=CC=C1)[Si](Cl)(Cl)C1=CC=CC=C1 (diphenyldichlorosilane), [OH-].[K+] (KOH). The solvent is CC(=O)C (acetone), O (water). The product is C1(=CC=CC=C1)[Si]1(O[Si](O[Si](O[Si](O1)(C1=CC=CC=C1)C1=CC=CC=C1)(C1=CC=CC=C1)C1=CC=CC=C1)(C1=CC=CC=C1)C1=CC=CC=C1)C1=CC=CC=C1 (octaphenylcyclotetrasiloxane). Isolated yield 94.1%. As a reaction SMILES: [C:1]1([Si:7]([C:10]2[CH:15]=[CH:14][CH:13]=[CH:12][CH:11]=2)(Cl)Cl)[CH:6]=[CH:5][CH:4]=[CH:3][CH:2]=1.[OH-:16].[K+]>CC(C)=O.O>[C:1]1([Si:7]2([C:10]3[CH:15]=[CH:14][CH:13]=[CH:12][CH:11]=3)[O:16][Si:7]([C:10]3[CH:11]=[CH:12][CH:13]=[CH:14][CH:15]=3)([C:1]3[CH:6]=[CH:5][CH:4]=[CH:3][CH:2]=3)[O:16][Si:7]([C:10]3[CH:15]=[CH:14][CH:13]=[CH:12][CH:11]=3)([C:1]3[CH:2]=[CH:3][CH:4]=[CH:5][CH:6]=3)[O:16][Si:7]([C:10]3[CH:15]=[CH:14][CH:13]=[CH:12][CH:11]=3)([C:1]3[CH:2]=[CH:3][CH:4]=[CH:5][CH:6]=3)[O:16]2)[CH:6]=[CH:5][CH:4]=[CH:3][CH:2]=1 |f:1.2|. Procedure: A mixture of 510 g of diphenyldichlorosilane in 500 ml of acetone was added dropwise in the course of 3 hours to a hot solution, at 60° C, of 340 g of KOH in 1 l of water, while stirring vigorously. The acetone and a little water were then distilled off and, after cooling the residue, the crystalline octaphenylcyclotetrasiloxane was filtered off and washed with water. After drying, 376 g (94% yield) of octaphenylcyclotetrasiloxane of melting point 187° C (metastable crystal modification) were ob... The reactants are C(C)(C)(C)NN (t-butylhydrazine), N(=NC(C)(CC)N=C=O)C(C)(CC)N=C=O (2,2'-Azobis-(2-isocyanatobutane)). Run in CCCCC (pentane). Conditions: time 60 minute. Product: N(=NC(C)(CC)NC(=O)NNC(C)(C)C)C(C)(CC)NC(=O)NNC(C)(C)C (2,2'-Azobis[2-(t-butylhydrazinocarbonylamino)butane]). Reaction SMILES: [C:1]([NH:5][NH2:6])([CH3:4])([CH3:3])[CH3:2].[N:7]([C:16]([N:20]=[C:21]=[O:22])([CH2:18][CH3:19])[CH3:17])=[N:8][C:9]([N:13]=[C:14]=[O:15])([CH2:11][CH3:12])[CH3:10]>CCCCC>[N:7]([C:16]([NH:20][C:21]([NH:6][NH:5][C:1]([CH3:4])([CH3:3])[CH3:2])=[O:22])([CH2:18][CH3:19])[CH3:17])=[N:8][C:9]([NH:13][C:14]([NH:6][NH:5][C:1]([CH3:4])([CH3:3])[CH3:2])=[O:15])([CH2:11][CH3:12])[CH3:10]. Reported procedure: To a stirred solution of 5.8 grams (0.05 moles) of 76% t-butylhydrazine in 30 ml pentane in a 50 ml erlenmeyer flask cooled in a water bath was added 5.6 grams (0.025 moles) of 2,2'-azobis(2-isocyanatobutane) (from Example XXXVI) dropwise over 20 minutes while holding the reaction temperature below 30° C. After the addition was complete, the reaction was stirred for an additional 60 minutes at room temperature and filtered. The filter cake was washed with pentane and dried. The dry white solid w... The solvent is OS(=O)(=O)C(F)(F)F (triflic acid). Reaction SMILES: O[CH2:2][N:3]1[C:7](=[O:8])[C:6]2=[CH:9][CH:10]=[CH:11][CH:12]=[C:5]2[C:4]1=[O:13].[Br:14][C:15]1[CH:20]=[CH:19][C:18]([N+:21]([O-:23])=[O:22])=[CH:17][C:16]=1[CH3:24]>OS(C(F)(F)F)(=O)=O>[Br:14][C:15]1[C:16]([CH3:24])=[CH:17][C:18]([N+:21]([O-:23])=[O:22])=[CH:19][C:20]=1[CH2:2][N:3]1[C:7](=[O:8])[C:6]2[C:5](=[CH:12][CH:11]=[CH:10][CH:9]=2)[C:4]1=[O:13]. Conditions: time 20 minute. Starting materials: BrC1=C(C=C(C=C1)[N+](=O)[O-])C (2-bromo-5-nitrotoluene), OCN1C(C=2C(C1=O)=CC=CC2)=O (N-(Hydroxymethyl)phtalimide), ice. Yield: 94.4%. Product: BrC1=C(C=C(C=C1C)[N+](=O)[O-])CN1C(C2=CC=CC=C2C1=O)=O (2-[(2-Bromo-3-methyl-5-nitrophenyl)methyl]-2,3-dihydro-1H-isoindole-1,3-dione). Reported procedure: N-(Hydroxymethyl)phtalimide (2.36 g, 13.3 mmol) was dissolved in 20 mL of triflic acid at 0° C. The mixture was stirred for 20 minutes and then 2-bromo-5-nitrotoluene (2.88 g, 1 eq) was added. This solution was allowed to warm to room temperature and was stirred for 18 h. The mixture was poured slowly into 300 mL of ice-cold water. The aqueous layer was extracted with DCM. The combined organic layers were washed with 100 mL of water, dried over Na2SO4, filtered and evaporated to yield expected c... The reactants are Na2S.5H2O, O (water), BrCCCCCCCC (1-bromooctane), C([O-])([O-])=O.[K+].[K+] (potassium carbonate), OC1=C(C=CC(=C1)[N+](=O)[O-])N=NC1=CC=C(C#N)C=C1 (4-((2-hydroxy-4-nitrophenyl)diazenyl)benzonitrile), Formula 1a-1. Solvent: C(C)O (ethanol), CC(=O)C (acetone). Conditions: temperature 60 celsius, time 24 hour. Product: NC1=CC(=C(C=C1)N=NC1=CC=C(C#N)C=C1)OCCCCCCCC (4-((4-amino-2-(octyloxy)phenyl)diazenyl)benzonitrile). Isolated yield 68.1%. RXN SMILES: [OH:1][C:2]1[CH:7]=[C:6]([N+:8]([O-])=O)[CH:5]=[CH:4][C:3]=1[N:11]=[N:12][C:13]1[CH:20]=[CH:19][C:16]([C:17]#[N:18])=[CH:15][CH:14]=1.Br[CH2:22][CH2:23][CH2:24][CH2:25][CH2:26][CH2:27][CH2:28][CH3:29].C(=O)([O-])[O-].[K+].[K+].O>CC(C)=O.C(O)C>[NH2:8][C:6]1[CH:5]=[CH:4][C:3]([N:11]=[N:12][C:13]2[CH:20]=[CH:19][C:16]([C:17]#[N:18])=[CH:15][CH:14]=2)=[C:2]([O:1][CH2:22][CH2:23][CH2:24][CH2:25][CH2:26][CH2:27][CH2:28][CH3:29])[CH:7]=1 |f:2.3.4|. Reported procedure: 10 g (37.3 mmol) of 4-((2-hydroxy-4-nitrophenyl)diazenyl)benzonitrile is dissolved in 200 mL of acetone, and 7.8 mL (44.9 mmol) of 1-bromooctane and 10.3 g (74.5 mmol) of potassium carbonate (K2CO3) are added thereto. Subsequently, the resultant reaction mixture is agitated at 60° C. for 24 hours while being refluxed, and then the temperature is lowered to room temperature. The reaction mixture is concentrated, dissolved in dichloromethane (CH2Cl2), passes through a silica gel pad, and the filtr... Starting materials: ClCCl, Cc1cc(F)ccc1-c1cc(N2CCC(=O)CC2)ncc1N(C)C(=O)C(C)(C)c1cc(C(F)(F)F)cc(C(F)(F)F)c1, OCCS. Product: Cc1cc(F)ccc1-c1cc(N2CCC3(CC2)OCCS3)ncc1N(C)C(=O)C(C)(C)c1cc(C(F)(F)F)cc(C(F)(F)F)c1. As a reaction SMILES: [Cl:47][CH2:48][Cl:49].[F:1][C:2]([c:3]1[cH:4][c:5]([C:13]([C:14](=[O:15])[N:16]([CH3:17])[c:18]2[c:19](-[c:31]3[c:32]([CH3:38])[cH:33][c:34]([F:37])[cH:35][cH:36]3)[cH:20][c:21]([N:24]3[CH2:25][CH2:26][C:27](=[O:30])[CH2:28][CH2:29]3)[n:22][cH:23]2)([CH3:39])[CH3:40])[cH:6][c:7]([C:9]([F:10])([F:11])[F:12])[cH:8]1)([F:41])[F:42].[SH:43][CH2:44][CH2:45][OH:46]>>[F:1][C:2]([c:3]1[cH:4][c:5]([C:13]([C:14](=[O:15])[N:16]([CH3:17])[c:18]2[c:19](-[c:31]3[c:32]([CH3:38])[cH:33][c:34]([F:37])[cH:35][cH:36]3)[cH:20][c:21]([N:24]3[CH2:25][CH2:26][C:27]4([CH2:28][CH2:29]3)[O:30][CH2:45][CH2:44][S:43]4)[n:22][cH:23]2)([CH3:39])[CH3:40])[cH:6][c:7]([C:9]([F:10])([F:11])[F:12])[cH:8]1)([F:41])[F:42]. The reactants are CC#N, CO, CC(C)O, N#Cc1ccc(Cl)cc1, [H-], [Na+], O. Product: N#CC=C(N)c1ccc(Cl)cc1. As a reaction SMILES: [CH3:12][C:13]#[N:14].[CH3:20][OH:21].[CH:15]([OH:16])([CH3:17])[CH3:18].[Cl:1][c:2]1[cH:3][cH:4][c:5]([C:6]#[N:7])[cH:8][cH:9]1.[H-:10].[Na+:11].[OH2:19]>>[Cl:1][c:2]1[cH:3][cH:4][c:5]([C:6]([NH2:7])=[CH:12][C:13]#[N:14])[cH:8][cH:9]1.